The task is: describe an organic reaction: reactants, conditions, products, and yield. This data is from the Open Reaction Database (ORD), a public repository of structured organic reaction records. Reactants: CN1C(CC[C@@]2(C3=C(CC[C@@H]12)C=C(C=C3)Br)C)=O ((+)-(4aR)-(10bR)-4-methyl-8-bromo-10b-methyl-1,2,3,4,4a,5,6,10b-octahydrobenzo[f]quinolin-3-one), FC1=C(C=CC=C1F)B(O)O (2,3-difluorophenylboronic acid), C([O-])([O-])=O.[Na+].[Na+] (sodium carbonate), C1CCOC1 (THF). Reagents/catalysts: [Pd].C1(=CC=CC=C1)P(C1=CC=CC=C1)C1=CC=CC=C1.C1(=CC=CC=C1)P(C1=CC=CC=C1)C1=CC=CC=C1.C1(=CC=CC=C1)P(C1=CC=CC=C1)C1=CC=CC=C1.C1(=CC=CC=C1)P(C1=CC=CC=C1)C1=CC=CC=C1 (tetrakis (triphenylphosphine) palladium (0)), [Pd] (palladium). Solvent: C(Cl)(Cl)Cl (chloroform). Product: CN1C(CC[C@@]2(C3=C(CC[C@@H]12)C=C(C=C3)C3=C(C(=CC=C3)F)F)C)=O ((+)-(4aR)-(10bR)-4-methyl-8-(2,3-difluorophenyl)-10b-methyl-1,2,3,4,4a,5,6,10b-octahydrobenzo[f]quinolin-3-one). Isolated yield 50.0%. Reaction SMILES: [CH3:1][N:2]1[C@H:11]2[C@@:6]([CH3:17])([C:7]3[CH:15]=[CH:14][C:13](Br)=[CH:12][C:8]=3[CH2:9][CH2:10]2)[CH2:5][CH2:4][C:3]1=[O:18].[F:19][C:20]1[C:25]([F:26])=[CH:24][CH:23]=[CH:22][C:21]=1B(O)O.C(=O)([O-])[O-].[Na+].[Na+].C1COCC1>C(Cl)(Cl)Cl.[Pd].C1(P(C2C=CC=CC=2)C2C=CC=CC=2)C=CC=CC=1.C1(P(C2C=CC=CC=2)C2C=CC=CC=2)C=CC=CC=1.C1(P(C2C=CC=CC=2)C2C=CC=CC=2)C=CC=CC=1.C1(P(C2C=CC=CC=2)C2C=CC=CC=2)C=CC=CC=1.[Pd]>[CH3:1][N:2]1[C@H:11]2[C@@:6]([CH3:17])([C:7]3[CH:15]=[CH:14][C:13]([C:24]4[CH:23]=[CH:22][CH:21]=[C:20]([F:19])[C:25]=4[F:26])=[CH:12][C:8]=3[CH2:9][CH2:10]2)[CH2:5][CH2:4][C:3]1=[O:18] |f:2.3.4,7.8.9.10.11|. Procedure: A 15 mL round bottom flask was charged with (+)-(4aR)-(10bR)-4-methyl-8-bromo-10b-methyl-1,2,3,4,4a,5,6,10b-octahydrobenzo[f]quinolin-3-one (200 mg, 0.65 mmol), tetrakis (triphenylphosphine) palladium (0) (23 mg, 0.02 mmol), 2,3-difluorophenylboronic acid (123 mg, 0.78 mmol), 0.65 mL of 2M sodium carbonate solution and 2 mL of THF, fitted with a reflux condenser, and the stirred mixture was heated at 80°, under nitrogen, for 16 h. Additional palladium reagent was added, and the mixture was heate... The reactants are CNN (methylhydrazine), C(C#CC)N1C(=NC(=C1C(=O)OCC)C=O)N1CCN(CC1)C(=O)OC(C)(C)C (t-butyl 4-[1-(2-butynyl)-5-ethoxycarbonyl-4-formyl-1H-imidazol-2-yl]piperazine-1-carboxylate). The solvent is C(C)O (ethanol). Conditions: temperature 80 celsius, time 15 hour. The product is C(C#CC)N1C(=NC2=C1C(N(N=C2)C)=O)N2CCN(CC2)C(=O)OC(C)(C)C (t-Butyl 4-[1-(2-butynyl)-6-methyl-7-oxo-6,7-dihydro-1H-imidazo[4,5-d]pyridazin-2-yl]piperazine-1-carboxylate). RXN SMILES: [CH3:1][NH:2][NH2:3].[CH2:4]([N:8]1[C:12]([C:13](OCC)=[O:14])=[C:11]([CH:18]=O)[N:10]=[C:9]1[N:20]1[CH2:25][CH2:24][N:23]([C:26]([O:28][C:29]([CH3:32])([CH3:31])[CH3:30])=[O:27])[CH2:22][CH2:21]1)[C:5]#[C:6][CH3:7]>C(O)C>[CH2:4]([N:8]1[C:12]2[C:13](=[O:14])[N:2]([CH3:1])[N:3]=[CH:18][C:11]=2[N:10]=[C:9]1[N:20]1[CH2:25][CH2:24][N:23]([C:26]([O:28][C:29]([CH3:32])([CH3:30])[CH3:31])=[O:27])[CH2:22][CH2:21]1)[C:5]#[C:6][CH3:7]. Procedure: 0.05 ml of methylhydrazine was added to a 2.5-ml ethanol solution of 0.055 g of t-butyl 4-[1-(2-butynyl)-5-ethoxycarbonyl-4-formyl-1H-imidazol-2-yl]piperazine-1-carboxylate. The mixture was stirred at 80° C. for 15 hours, and then heated at 130° C. for 14 hours. The reaction solution was concentrated under reduced pressure. Then, the residue was purified by silica gel column chromatography. Thus, 0.035 g of the title compound was obtained from the fraction eluted with hexane-ethyl acetate (1:1). Starting materials: Brc1ccc(C(Br)(Br)Br)c(Br)c1Br, Clc1ccccc1, [Na+], [OH-], C=CC(=O)O. The product is C=CC(=O)OC(Br)(Br)c1ccc(Br)c(Br)c1Br. As a reaction SMILES: [Br:8][c:9]1[c:10]([Br:20])[c:11]([Br:19])[c:12]([C:13]([Br:14])([Br:15])[Br:16])[cH:17][cH:18]1.[Cl:21][c:22]1[cH:23][cH:24][cH:25][cH:26][cH:27]1.[Na+:2].[OH-:1].[OH:3][C:4](=[O:5])[CH:6]=[CH2:7]>>[O:3]([C:4](=[O:5])[CH:6]=[CH2:7])[C:13]([c:12]1[c:11]([Br:19])[c:10]([Br:20])[c:9]([Br:8])[cH:18][cH:17]1)([Br:14])[Br:15]. Reactants: CC1=CC=C(C=C1)S(=O)(=O)N(C)N=O (diazald), C[C@H](CCC(=O)O)[C@H]1CC[C@@H]2[C@@]1(CC[C@H]3[C@H]2[C@@H](C[C@H]4[C@@]3(CC[C@H](C4)O)C)O)C (Chenodeoxycholic acid), [N+](=[N-])=C (diazomethane). Solvent: C1CCOC1 (THF), CCOCC (ether). The product is C[C@H](CCC(=O)OC)[C@H]1CC[C@@H]2[C@@]1(CC[C@H]3[C@H]2[C@@H](C[C@H]4[C@@]3(CC[C@H](C4)O)C)O)C (methyl chenodeoxycholate). Reaction SMILES: [CH3:1][C@@H:2]([C@@H:8]1[C@@:12]2([CH3:28])[CH2:13][CH2:14][C@@H:15]3[C@@:20]4([CH3:26])[CH2:21][CH2:22][C@@H:23]([OH:25])[CH2:24][C@H:19]4[CH2:18][C@@H:17]([OH:27])[C@H:16]3[C@@H:11]2[CH2:10][CH2:9]1)[CH2:3][CH2:4][C:5]([OH:7])=[O:6].[N+](=[CH2:31])=[N-].CC1C=CC(S(N(N=O)C)(=O)=O)=CC=1>C1COCC1.CCOCC>[CH3:1][C@@H:2]([C@@H:8]1[C@@:12]2([CH3:28])[CH2:13][CH2:14][C@@H:15]3[C@@:20]4([CH3:26])[CH2:21][CH2:22][C@@H:23]([OH:25])[CH2:24][C@H:19]4[CH2:18][C@@H:17]([OH:27])[C@H:16]3[C@@H:11]2[CH2:10][CH2:9]1)[CH2:3][CH2:4][C:5]([O:7][CH3:31])=[O:6]. Reported procedure: Chenodeoxycholic acid (0.5 g, 1.3 mmol) in THF (10 ml) at 0° C. was treated dropwise with freshly prepared diazomethane in ether (prepared in the usual manner from diazald) until the yellow colour persisted. After 15 minutes at 0° C. the solvent was evaporated to yield a white foam (0.55 g). The compound would not recrystallise, although gas chromatography showed the product to be 97% pure. The product was further purified by preparative silica tlc. (solvent system: EtOAc/CH2Cl2 /AcOH--10:10:1) ... Starting materials: O (water), Ethyl oxalyl chloride, C(CC(C)C)(=O)N[C@@H](C)C(=O)O (isovalerylalanine), N1=CC=CC=C1 (pyridine), O1CCCC1 (tetrahydrofuran). Yields the product enol esters, C(C)OC(C(C(C)NC(CC(C)C)=O)=O)=O (Ethyl-3-isovaleramido-2-oxo-butyrate). Reaction SMILES: [C:1]([NH:7][C@H:8]([C:10]([OH:12])=O)[CH3:9])(=[O:6])[CH2:2][CH:3]([CH3:5])[CH3:4].N1C=CC=CC=1.[OH2:19].[O:20]1[CH2:24]C[CH2:22][CH2:21]1>>[CH2:21]([O:20][C:24](=[O:19])[C:10](=[O:12])[CH:8]([NH:7][C:1](=[O:6])[CH2:2][CH:3]([CH3:4])[CH3:5])[CH3:9])[CH3:22]. Reported procedure: Ethyl oxalyl chloride (212 g) was added dropwise with stirring to a solution of isovalerylalanine (136 g) and pyridine (186.5 g) in anhydrous tetrahydrofuran (500 ml) at a rate sufficient to initiate refluxing. The reaction mixture was stirred and heated at reflux for 5 hours. The cooled reaction mixture was treated with water (1000 ml) and extracted with ethyl acetate (4×400 ml). The combined organic extracts were washed with water (3×200 ml) and dried (anhydrous sodium sulphate). Removal of so... Reactants: Cc1ccc(-c2cc(CCC=O)nn2C(C)(C)C)cc1, Cc1cccc(N2CCNCC2)c1C, CCN(C(C)C)C(C)C. Yields the product Cc1ccc(-c2cc(CCCN3CCN(c4cccc(C)c4C)CC3)nn2C(C)(C)C)cc1. Reaction SMILES: [C:1]([CH3:2])([CH3:3])([CH3:4])[n:5]1[n:6][c:7]([CH2:17][CH2:18][CH:19]=[O:20])[cH:8][c:9]1-[c:10]1[cH:11][cH:12][c:13]([CH3:16])[cH:14][cH:15]1.[CH3:21][c:22]1[c:23]([N:29]2[CH2:30][CH2:31][NH:32][CH2:33][CH2:34]2)[cH:24][cH:25][cH:26][c:27]1[CH3:28].[CH:35]([N:36]([CH2:37][CH3:38])[CH:39]([CH3:40])[CH3:41])([CH3:42])[CH3:43]>>[C:1]([CH3:2])([CH3:3])([CH3:4])[n:5]1[n:6][c:7]([CH2:17][CH2:18][CH2:19][N:32]2[CH2:31][CH2:30][N:29]([c:23]3[c:22]([CH3:21])[c:27]([CH3:28])[cH:26][cH:25][cH:24]3)[CH2:34][CH2:33]2)[cH:8][c:9]1-[c:10]1[cH:11][cH:12][c:13]([CH3:16])[cH:14][cH:15]1.